This data is from the Open Reaction Database (ORD), a public repository of structured organic reaction records. The task is: describe an organic reaction: reactants, conditions, products, and yield Reactants: ice water, OC1=CC=C(C=C1)C1=NC2=C(C=CC=C2C(N1)=O)OC (2-(4-hydroxy-phenyl)-8-methoxy-3,4-dihydro-quinazolin-4-one), BrCCCCl (1-bromo-3-chloro-propane), C([O-])([O-])=O.[K+].[K+] (potassium carbonate). Solvent: S1(=O)(=O)CCCC1 (sulfolane). Product: ClCCCOC1=CC=C(C=C1)C1=NC2=C(C=CC=C2C(N1)=O)OC (2-[4-(3-Chloro-propoxy)-phenyl]-8-methoxy-3,4-dihydro-quinazolin-4-one). Reaction SMILES: [OH:1][C:2]1[CH:7]=[CH:6][C:5]([C:8]2[NH:17][C:16](=[O:18])[C:15]3[C:10](=[C:11]([O:19][CH3:20])[CH:12]=[CH:13][CH:14]=3)[N:9]=2)=[CH:4][CH:3]=1.C(=O)([O-])[O-].[K+].[K+].Br[CH2:28][CH2:29][CH2:30][Cl:31]>S1(CCCC1)(=O)=O>[Cl:31][CH2:30][CH2:29][CH2:28][O:1][C:2]1[CH:7]=[CH:6][C:5]([C:8]2[NH:17][C:16](=[O:18])[C:15]3[C:10](=[C:11]([O:19][CH3:20])[CH:12]=[CH:13][CH:14]=3)[N:9]=2)=[CH:4][CH:3]=1 |f:1.2.3|. Procedure details: 2.7 gm (10 mmols) of 2-(4-hydroxy-phenyl)-8-methoxy-3,4-dihydro-quinazolin-4-one were dissolved in 30 ml of sulfolane and reacted with 1.5 gm (10 mmols+10%) of potassium carbonate. The resulting clear solution was admixed with 2.7 ml of 1-bromo-3-chloro-propane, and the mixture was stirred at room temperature until the reaction was complete. The reaction mixture was then poured into ice water, the aqueous mixture was extracted with ethyl acetate, and the combined organic extracts were dried over... The reactants are CN(C)C(=[N+](C)C)ON1C2=C(C=CC=C2)N=N1.[B-](F)(F)(F)F (TBTU), CN1CCOCC1 (4-methylmorpholine), N[C@@H](CO)CCCC ((2R)-2-aminohexan-1-ol), N[C@@H](CO)CCCC ((2R)-2-aminohexan-1-ol), FC1=C(COC=2C=3N(C=CC2F)C(=C(N3)C)C(=O)O)C(=CC=C1)F (8-[(2,6-difluorobenzyl)oxy]-7-fluoro-2-methylimidazo[1,2-a]pyridine-3-carboxylic acid), F[B-](F)(F)F.N1(N=NC2=C1C=CC=C2)O[C+](N(C)C)N(C)C ((benzotriazol-1-yloxy)bisdimethylaminomethylium fluoroborate), CN1CCOCC1 (4-methylmorpholine). The solvent is CN(C)C=O (DMF). Reaction conditions: time 8 hour. The product is FC1=C(COC=2C=3N(C=CC2F)C(=C(N3)C)C(=O)N[C@@H](CO)CCCC)C(=CC=C1)F (8-[(2,6-Difluorobenzyl)oxy]-7-fluoro-N-[(2R)-1-hydroxyhexan-2-yl]-2-methylimidazo[1,2-a]-pyridine-3-carboxamide). As a reaction SMILES: [F:1][C:2]1[CH:23]=[CH:22][CH:21]=[C:20]([F:24])[C:3]=1[CH2:4][O:5][C:6]1[C:7]2[N:8]([C:13]([C:17](O)=[O:18])=[C:14]([CH3:16])[N:15]=2)[CH:9]=[CH:10][C:11]=1[F:12].F[B-](F)(F)F.N1(O[C+](N(C)C)N(C)C)C2C=CC=CC=2N=N1.CN1CCOCC1.[NH2:54][C@H:55]([CH2:58][CH2:59][CH2:60][CH3:61])[CH2:56][OH:57]>CN(C=O)C>[F:1][C:2]1[CH:23]=[CH:22][CH:21]=[C:20]([F:24])[C:3]=1[CH2:4][O:5][C:6]1[C:7]2[N:8]([C:13]([C:17]([NH:54][C@H:55]([CH2:58][CH2:59][CH2:60][CH3:61])[CH2:56][OH:57])=[O:18])=[C:14]([CH3:16])[N:15]=2)[CH:9]=[CH:10][C:11]=1[F:12] |f:1.2|. Procedure: 14 mg (0.04 mmol) of 8-[(2,6-difluorobenzyl)oxy]-7-fluoro-2-methylimidazo[1,2-a]pyridine-3-carboxylic acid Example 112A, 20 mg (0.06 mmol) of (benzotriazol-1-yloxy)bisdimethylaminomethylium fluoroborate (TBTU) and 17 mg (0.17 mmol) of 4-methylmorpholine were initially charged in 0.28 ml of DMF. 7.5 mg (0.06 mmol) of (2R)-2-aminohexan-1-ol were then added, and the mixture was stirred at RT overnight. Another 2.6 mg of TBTU, 4 mg of 4-methylmorpholine and 1 mg of (2R)-2-aminohexan-1-ol were added,... Starting materials: BrB(Br)Br, O=C([O-])O, ClCCl, CC(C)O, ClC(Cl)Cl, COc1ccc2c(C(=O)c3ccc(OCCN4CCCCC4)cc3)c(-c3c(F)cccc3F)ccc2c1, [Na+]. Product: O=C(c1ccc(OCCN2CCCCC2)cc1)c1c(-c2c(F)cccc2F)ccc2cc(O)ccc12. RXN SMILES: [B:38]([Br:39])([Br:40])[Br:41].[C:50](=[O:51])([OH:52])[O-:53].[CH2:55]([Cl:56])[Cl:57].[CH:42]([OH:43])([CH3:44])[CH3:45].[CH:46]([Cl:47])([Cl:48])[Cl:49].[F:1][c:2]1[c:3](-[c:9]2[c:10]([C:21](=[O:22])[c:23]3[cH:24][cH:25][c:26]([O:29][CH2:30][CH2:31][N:32]4[CH2:33][CH2:34][CH2:35][CH2:36][CH2:37]4)[cH:27][cH:28]3)[c:11]3[cH:12][cH:13][c:14]([O:19][CH3:20])[cH:15][c:16]3[cH:17][cH:18]2)[c:4]([F:8])[cH:5][cH:6][cH:7]1.[Na+:54]>>[F:1][c:2]1[c:3](-[c:9]2[c:10]([C:21](=[O:22])[c:23]3[cH:24][cH:25][c:26]([O:29][CH2:30][CH2:31][N:32]4[CH2:33][CH2:34][CH2:35][CH2:36][CH2:37]4)[cH:27][cH:28]3)[c:11]3[cH:12][cH:13][c:14]([OH:19])[cH:15][c:16]3[cH:17][cH:18]2)[c:4]([F:8])[cH:5][cH:6][cH:7]1. The reactants are CC(C)O, [K+], CCOC(=O)N1CCC(CNc2ccc(C3=NCCO3)cc2)CC1, [OH-]. The product is c1cc(C2=NCCO2)ccc1NCC1CCNCC1. RXN SMILES: [CH3:27][CH:28]([OH:29])[CH3:30].[K+:26].[O:1]1[C:2]([c:6]2[cH:7][cH:8][c:9]([NH:12][CH2:13][CH:14]3[CH2:15][CH2:16][N:17]([C:20]([O:21][CH2:22][CH3:23])=[O:24])[CH2:18][CH2:19]3)[cH:10][cH:11]2)=[N:3][CH2:4][CH2:5]1.[OH-:25]>>[O:1]1[C:2]([c:6]2[cH:7][cH:8][c:9]([NH:12][CH2:13][CH:14]3[CH2:15][CH2:16][NH:17][CH2:18][CH2:19]3)[cH:10][cH:11]2)=[N:3][CH2:4][CH2:5]1. Reactants: C1(CC1)C1=C(C=CC(=C1)I)F (2-cyclopropyl-1-fluoro-4-iodobenzene), C(C)(C)(C)C1=CC=C(CN2S(OCC2)(=O)=O)C=C1 (3-(4-tert-butylbenzyl)-[1,2,3]oxathiazolidine 2,2-dioxide). The product is C(C)(C)(C)C1=CC=C(CNCCC2=CC(=C(C=C2)F)C2CC2)C=C1 ((4-tert-butylbenzyl)-[2-(3-cyclopropyl-4-fluorophenyl)-ethyl]-amine). Yield: 28.3%. As a reaction SMILES: [CH:1]1([C:4]2[CH:9]=[C:8](I)[CH:7]=[CH:6][C:5]=2[F:11])[CH2:3][CH2:2]1.[C:12]([C:16]1[CH:29]=[CH:28][C:19]([CH2:20][N:21]2[CH2:25][CH2:24]OS2(=O)=O)=[CH:18][CH:17]=1)([CH3:15])([CH3:14])[CH3:13]>>[C:12]([C:16]1[CH:17]=[CH:18][C:19]([CH2:20][NH:21][CH2:25][CH2:24][C:8]2[CH:7]=[CH:6][C:5]([F:11])=[C:4]([CH:1]3[CH2:3][CH2:2]3)[CH:9]=2)=[CH:28][CH:29]=1)([CH3:14])([CH3:13])[CH3:15]. Procedure details: The title compound was synthesized in analogy to example S6-C using 2-cyclopropyl-1-fluoro-4-iodobenzene (100 mg, 0.38 mmol) and 3-(4-tert-butylbenzyl)-[1,2,3]oxathiazolidine 2,2-dioxide (103 mg, 0.38 mmol). The residue was purified by flash column chromatography to give the desired product (35 mg, 28%) as a colorless oil. MS (ISP) 326.3 (M+H)+.